From a dataset of the Open Reaction Database (ORD), a public repository of structured organic reaction records. describe an organic reaction: reactants, conditions, products, and yield Reactants: CC(=O)OC(C)(C)C, CCOC(=O)c1ccccc1O, C1CCOC1, [Li]CCCC, CC(C)NC(C)C. Product: CC(C)(C)OC(=O)CC(=O)c1ccccc1O. As a reaction SMILES: [C:13]([CH3:14])(=[O:15])[O:16][C:17]([CH3:18])([CH3:19])[CH3:20].[C:21]([c:22]1[c:23]([OH:24])[cH:25][cH:26][cH:27][cH:28]1)(=[O:29])[O:30][CH2:31][CH3:32].[CH2:33]1[O:34][CH2:35][CH2:36][CH2:37]1.[CH3:8][CH2:9][CH2:10][CH2:11][Li:12].[CH:1]([NH:2][CH:3]([CH3:4])[CH3:5])([CH3:6])[CH3:7]>>[C:13]([CH2:14][C:21]([c:22]1[c:23]([OH:24])[cH:25][cH:26][cH:27][cH:28]1)=[O:29])(=[O:15])[O:16][C:17]([CH3:18])([CH3:19])[CH3:20]. Reactants: [Al+3], C1CCOC1, [H-], [H-], [H-], [H-], [Li+], CCOC(=O)CCCOc1ccc(C(=C2CC(C)(C)CC(C)(C)C2)c2ccccc2)cc1. Product: CC1(C)CC(=C(c2ccccc2)c2ccc(OCCCCO)cc2)CC(C)(C)C1. Reaction SMILES: [Al+3:2].[CH2:39]1[O:40][CH2:41][CH2:42][CH2:43]1.[H-:1].[H-:4].[H-:5].[H-:6].[Li+:3].[c:7]1([C:13]([c:14]2[cH:15][cH:16][c:17]([O:20][CH2:21][CH2:22][CH2:23][C:24](=[O:25])[O:26][CH2:27][CH3:28])[cH:18][cH:19]2)=[C:29]2[CH2:30][C:31]([CH3:37])([CH3:38])[CH2:32][C:33]([CH3:35])([CH3:36])[CH2:34]2)[cH:8][cH:9][cH:10][cH:11][cH:12]1>>[c:7]1([C:13]([c:14]2[cH:15][cH:16][c:17]([O:20][CH2:21][CH2:22][CH2:23][CH2:24][OH:25])[cH:18][cH:19]2)=[C:29]2[CH2:30][C:31]([CH3:37])([CH3:38])[CH2:32][C:33]([CH3:35])([CH3:36])[CH2:34]2)[cH:8][cH:9][cH:10][cH:11][cH:12]1. Reactants: C(C(C)C)=O (isobutyraldehyde), azine, [H][H] (hydrogen), [H][H] (hydrogen), O.NN (hydrazine hydrate), azine, C=CC=C (butadiene), C(C)(C)C1N=NC(CC=CCCC=CC1)C(C)C (3,12-diisopropyl-1,2-diaza-1,5,9 cyclododecatriene). Reagents/catalysts: [Rh] (rhodium), [Ni] (Ni). Run in C(C)(C)(C)O (tert. butanol). The product is NC(CCCCCCCCC(C(C)C)N)C(C)C (1,10-diamino-1,10-diisopropyl decane). Yield: 83.0%. As a reaction SMILES: C(=O)C(C)C.O.NN.C=CC=C.[CH:13]([CH:16]1[CH2:27][CH:26]=[CH:25][CH2:24][CH2:23][CH:22]=[CH:21][CH2:20][CH:19]([CH:28]([CH3:30])[CH3:29])[N:18]=[N:17]1)([CH3:15])[CH3:14].[H][H]>C(O)(C)(C)C.[Rh].[Ni]>[NH2:17][CH:16]([CH:13]([CH3:15])[CH3:14])[CH2:27][CH2:26][CH2:25][CH2:24][CH2:23][CH2:22][CH2:21][CH2:20][CH:19]([NH2:18])[CH:28]([CH3:29])[CH3:30] |f:1.2|. Reported procedure: Isobutgraldazine is prepared by causing isobutyraldehyde to react with hydrazine hydrate according to the operating conditions described in Example 1. One then carries out the cyclooligomerization reaction of the azine with the butadiene by using a molar ratio of 1/3 and by operating as in Example 1 (1 at. g of Ni for 20 moles of azine). In 100 ml of tert. butanol, 14 g of 3,12-diisopropyl-1,2-diaza-1,5,9 cyclododecatriene are hydrogenated in a 300-ml autoclave, in the presence of 1.4 g of rhodi... Starting materials: CNNC (dimethylhydrazine), ClC1=CC=C(C=C1)C1=CC=C(O1)C(=O)Cl (5-(p-chlorophenyl)-2-furoyl chloride), C1=CC=CC=C1 (benzene). Yields the product CN(NC(=O)C=1OC(=CC1)C1=CC=C(C=C1)Cl)C (5-(p-Chlorophenyl)-2-furoic Acid 2,2-Dimethylhydrazide). Reaction SMILES: C[NH:2][NH:3][CH3:4].[Cl:5][C:6]1[CH:11]=[CH:10][C:9]([C:12]2[O:16][C:15]([C:17](Cl)=[O:18])=[CH:14][CH:13]=2)=[CH:8][CH:7]=1.[CH:20]1C=CC=CC=1>>[CH3:20][N:3]([CH3:4])[NH:2][C:17]([C:15]1[O:16][C:12]([C:9]2[CH:10]=[CH:11][C:6]([Cl:5])=[CH:7][CH:8]=2)=[CH:13][CH:14]=1)=[O:18]. Procedure: To a solution of 36 g (0.60 mole) of dimethylhydrazine and 150 ml of benzene was added portionwise 60 g (0.25 mole) of 5-(p-chlorophenyl)-2-furoyl chloride with the temperature being controlled below 50° by means of an ice bath. The reaction mixture was refluxed for 2 hours with dissolution, cooled and the resulting precipitate filtered, washed with water and dried at 60° to yield 48 g (73%). An analytical sample was prepared by recrystallizing a sample from ethyl acetate/Darco and drying in the... Starting materials: CCn1cc(C2CCC(=O)CC2)ccc1=O, O=C(CNC(=O)c1cccc(C(F)(F)F)c1)NC1CNC1. Product: CCn1cc(C2CCC(N3CC(NC(=O)CNC(=O)c4cccc(C(F)(F)F)c4)C3)CC2)ccc1=O. RXN SMILES: [CH2:1]([CH3:2])[n:3]1[c:4](=[O:16])[cH:5][cH:6][c:7]([CH:9]2[CH2:10][CH2:11][C:12](=[O:15])[CH2:13][CH2:14]2)[cH:8]1.[NH:17]1[CH2:18][CH:19]([NH:21][C:22](=[O:23])[CH2:24][NH:25][C:26]([c:27]2[cH:28][c:29]([C:33]([F:34])([F:35])[F:36])[cH:30][cH:31][cH:32]2)=[O:37])[CH2:20]1>>[CH2:1]([CH3:2])[n:3]1[c:4](=[O:16])[cH:5][cH:6][c:7]([CH:9]2[CH2:10][CH2:11][CH:12]([N:17]3[CH2:18][CH:19]([NH:21][C:22](=[O:23])[CH2:24][NH:25][C:26]([c:27]4[cH:28][c:29]([C:33]([F:34])([F:35])[F:36])[cH:30][cH:31][cH:32]4)=[O:37])[CH2:20]3)[CH2:13][CH2:14]2)[cH:8]1.